Dataset: the Open Reaction Database (ORD), a public repository of structured organic reaction records. Task: describe an organic reaction: reactants, conditions, products, and yield Starting materials: ClC1=CC(=C(OC2=NC(=CC(=C2CCl)NC(CC)CC)C)C(=C1)C)C ([2-(4-Chloro-2,6-dimethyl-phenoxy)-3-chloromethyl-6-methyl-pyridin-4-yl]-(1-ethyl-propyl)-amine). Solvent: C1CCOC1 (THF), C1CCOC1 (THF). Reaction conditions: time 5 minute. The product is ClC1=CC(=C(OC2=NC(=CC(=C2C)NC(CC)CC)C)C(=C1)C)C ([2-(4-Chloro-2,6-dimethyl-phenoxy)-3,6-dimethyl-pyridin-4-yl]-(1-ethyl-propyl)-amine). RXN SMILES: [Cl:1][C:2]1[CH:23]=[C:22]([CH3:24])[C:5]([O:6][C:7]2[C:12]([CH2:13]Cl)=[C:11]([NH:15][CH:16]([CH2:19][CH3:20])[CH2:17][CH3:18])[CH:10]=[C:9]([CH3:21])[N:8]=2)=[C:4]([CH3:25])[CH:3]=1>C1COCC1>[Cl:1][C:2]1[CH:3]=[C:4]([CH3:25])[C:5]([O:6][C:7]2[C:12]([CH3:13])=[C:11]([NH:15][CH:16]([CH2:19][CH3:20])[CH2:17][CH3:18])[CH:10]=[C:9]([CH3:21])[N:8]=2)=[C:22]([CH3:24])[CH:23]=1. Procedure details: To a solution of [2-(4-Chloro-2,6-dimethyl-phenoxy)-3-chloromethyl-6-methyl-pyridin-4-yl]-(1-ethyl-propyl)-amine (75 mg, 0.196 mmol) in dry THF was added 1.0M BH3 in THF (0.59 ml, 0.59 mmol) and stirred for 2 hr. The mixture was quenched with dilute HCl and stirred for 5 min. The reaction mixture was neutralized with 2N NaOH, water and extracted with ethyl acetate. The organic layer was separated, dried and concentrated to dryness. The residue was purified through silica gel column chromatograph...